This data is from the Open Reaction Database (ORD), a public repository of structured organic reaction records. The task is: describe an organic reaction: reactants, conditions, products, and yield Reactants: FC=1C=C(C=O)C=CC1 (3-fluorobenzaldehyde), C(C)OC(\C=C(\C)/N)=O (β-aminocrotonic acid ethyl ester), C(C)OC(CC(=O)C(=O)OCC)=O (oxalacetic acid diethyl ester). Run in C(C)O (ethanol). The product is C(C)OC(=O)C1=C(NC(=C(C1C1=CC(=CC=C1)F)C(=O)OCC)C(=O)OCC)C (2-Methyl-4-(3'-fluoropheny)-1,4-dihydropyridine-3,5,6-tricarboxylic acid triethyl ester). RXN SMILES: [F:1][C:2]1[CH:3]=[C:4]([CH:7]=[CH:8][CH:9]=1)[CH:5]=O.[CH2:10]([O:12][C:13](=[O:18])/[CH:14]=[C:15](\[NH2:17])/[CH3:16])[CH3:11].[CH2:19]([O:21][C:22](=[O:31])[CH2:23][C:24]([C:26]([O:28][CH2:29][CH3:30])=[O:27])=O)[CH3:20]>C(O)C>[CH2:10]([O:12][C:13]([C:14]1[CH:5]([C:4]2[CH:7]=[CH:8][CH:9]=[C:2]([F:1])[CH:3]=2)[C:23]([C:22]([O:21][CH2:19][CH3:20])=[O:31])=[C:24]([C:26]([O:28][CH2:29][CH3:30])=[O:27])[NH:17][C:15]=1[CH3:16])=[O:18])[CH3:11]. Procedure: 6.2 g of 3-fluorobenzaldehyde, 6.5 g of β-aminocrotonic acid ethyl ester and 9.5 g of oxalacetic acid diethyl ester in 40 ccs of ethanol are heated to the boil overnight, the mixture is evaporated in vacuo and a light yellow oil is obtained.